This data is from the Open Reaction Database (ORD), a public repository of structured organic reaction records. The task is: describe an organic reaction: reactants, conditions, products, and yield Reactants: CO, COC(=O)COc1cccc(C=O)c1, [Na], O=[PH]([O-])[O-], COP(=O)(Cc1nc(-c2ccccc2)c(-c2ccccc2)o1)OC. Product: COC(=O)COc1cccc(C=Cc2nc(-c3ccccc3)c(-c3ccccc3)o2)c1. Reaction SMILES: [CH3:44][OH:45].[CH:26](=[O:27])[c:28]1[cH:29][c:30]([O:31][CH2:32][C:33](=[O:34])[O:35][CH3:36])[cH:37][cH:38][cH:39]1.[Na:1].[PH:40](=[O:41])([O-:42])[O-:43].[c:2]1(-[c:8]2[n:9][c:10]([CH2:19][P:20](=[O:21])([O:22][CH3:23])[O:24][CH3:25])[o:11][c:12]2-[c:13]2[cH:14][cH:15][cH:16][cH:17][cH:18]2)[cH:3][cH:4][cH:5][cH:6][cH:7]1>>[c:2]1(-[c:8]2[n:9][c:10]([CH:19]=[CH:26][c:28]3[cH:29][c:30]([O:31][CH2:32][C:33](=[O:34])[O:35][CH3:36])[cH:37][cH:38][cH:39]3)[o:11][c:12]2-[c:13]2[cH:14][cH:15][cH:16][cH:17][cH:18]2)[cH:3][cH:4][cH:5][cH:6][cH:7]1. Reactants: N#CCC(=O)[N-]Cc1ccccc1, O=CC=Cc1ccccc1. Yields the product N#CC(=CC=Cc1ccccc1)C(=O)NCc1ccccc1. As a reaction SMILES: [C:11](#[N:12])[CH2:13][C:14](=[O:15])[N-:16][CH2:17][c:18]1[cH:19][cH:20][cH:21][cH:22][cH:23]1.[O:1]=[CH:2][CH:3]=[CH:4][c:5]1[cH:6][cH:7][cH:8][cH:9][cH:10]1>>[CH:2]([CH:3]=[CH:4][c:5]1[cH:6][cH:7][cH:8][cH:9][cH:10]1)=[C:13]([C:11]#[N:12])[C:14](=[O:15])[NH:16][CH2:17][c:18]1[cH:19][cH:20][cH:21][cH:22][cH:23]1. Reactants: C1(CCCCC1)OC1=CC=C(C=C1)CC(=O)N(C)OC (2-(4-cyclohexyloxy-phenyl)-N-methoxy-N-methyl-acetamide), C(CCC)[Li] (n-butyl lithium), C(C)(=O)OCC (ethyl acetate), C(=O)=O.CC(=O)C (dry ice acetone). The solvent is C1CCOC1 (THF), hexanes. Run at time 30 minute. Product: C1(CCCCC1)OC1=CC=C(C=C1)CC(CCCC)=O (1-(4-cyclohexyloxy-phenyl)hexan-2-one). Reaction SMILES: [CH:1]1([O:7][C:8]2[CH:13]=[CH:12][C:11]([CH2:14][C:15](N(OC)C)=[O:16])=[CH:10][CH:9]=2)[CH2:6][CH2:5][CH2:4][CH2:3][CH2:2]1.[CH2:21]([Li])[CH2:22][CH2:23][CH3:24].C(=O)=O.CC(C)=O.C(OCC)(=O)C>C1COCC1>[CH:1]1([O:7][C:8]2[CH:9]=[CH:10][C:11]([CH2:14][C:15](=[O:16])[CH2:21][CH2:22][CH2:23][CH3:24])=[CH:12][CH:13]=2)[CH2:2][CH2:3][CH2:4][CH2:5][CH2:6]1 |f:2.3|. Reported procedure: To a stirred solution of the 2-(4-cyclohexyloxy-phenyl)-N-methoxy-N-methyl-acetamide (149 mmol, 41.4 g) in anhydrous THF (150 mL) at −78° C. was added n-butyl lithium (1.6 M in hexanes, 298 mmol, 186 mL) dropwise over 45 minutes. The dry ice/acetone bath was replaced with an ice bath, and the reaction was stirred for an additional 30 min. TLC (30% ethyl acetate in hexanes) analysis indicated complete consumption of starting material. The reaction mixture was quenched by addition of saturated amm... Starting materials: ClC1=NC=CC(=N1)C1=C(N=C2N1C=CC=C2)C=2C=CC(=C(C(=O)NC1=C(C=CC=C1F)F)C2)OC(C)C (5-[3-(2-chloro-4-pyrimidinyl)imidazo[1,2-a]pyridin-2-yl]-N-(2,6-difluorophenyl)-2-[(1-methylethyl)oxy]benzamide), C(C)OC1=C(N)C=C(C(=C1)N1CCC(CC1)CCS(=O)(=O)C)C (2-(ethyloxy)-5-methyl-4-{4-[2-(methylsulfonyl)ethyl]-1-piperidinyl}aniline), Cl (HCl). The solvent is FC(CO)(F)F (2,2,2-trifluoroethanol). Run at temperature 180 celsius. Yields the product FC1=C(C(=CC=C1)F)NC(C1=C(C=CC(=C1)C=1N=C2N(C=CC=C2)C1C1=NC(=NC=C1)NC1=C(C=C(C(=C1)C)N1CCC(CC1)CCS(=O)(=O)C)OCC)OC(C)C)=O (N-(2,6-difluorophenyl)-5-(3-{2-[(2-(ethyloxy)-5-methyl-4-{4-[2-(methylsulfonyl)ethyl]-1-piperidinyl}phenyl)amino]-4-pyrimidinyl}imidazo[1,2-a]pyridin-2-yl)-2-[(1-methylethyl)oxy]benzamide). The yield is 24.0%. Reaction SMILES: Cl[C:2]1[N:7]=[C:6]([C:8]2[N:12]3[CH:13]=[CH:14][CH:15]=[CH:16][C:11]3=[N:10][C:9]=2[C:17]2[CH:18]=[CH:19][C:20]([O:34][CH:35]([CH3:37])[CH3:36])=[C:21]([CH:33]=2)[C:22]([NH:24][C:25]2[C:30]([F:31])=[CH:29][CH:28]=[CH:27][C:26]=2[F:32])=[O:23])[CH:5]=[CH:4][N:3]=1.[CH2:38]([O:40][C:41]1[CH:47]=[C:46]([N:48]2[CH2:53][CH2:52][CH:51]([CH2:54][CH2:55][S:56]([CH3:59])(=[O:58])=[O:57])[CH2:50][CH2:49]2)[C:45]([CH3:60])=[CH:44][C:42]=1[NH2:43])[CH3:39].Cl>FC(F)(F)CO>[F:32][C:26]1[CH:27]=[CH:28][CH:29]=[C:30]([F:31])[C:25]=1[NH:24][C:22](=[O:23])[C:21]1[CH:33]=[C:17]([C:9]2[N:10]=[C:11]3[CH:16]=[CH:15][CH:14]=[CH:13][N:12]3[C:8]=2[C:6]2[CH:5]=[CH:4][N:3]=[C:2]([NH:43][C:42]3[CH:44]=[C:45]([CH3:60])[C:46]([N:48]4[CH2:53][CH2:52][CH:51]([CH2:54][CH2:55][S:56]([CH3:59])(=[O:58])=[O:57])[CH2:50][CH2:49]4)=[CH:47][C:41]=3[O:40][CH2:38][CH3:39])[N:7]=2)[CH:18]=[CH:19][C:20]=1[O:34][CH:35]([CH3:37])[CH3:36]. Reported procedure: To 5-[3-(2-chloro-4-pyrimidinyl)imidazo[1,2-a]pyridin-2-yl]-N-(2,6-difluorophenyl)-2-[(1-methylethyl)oxy]benzamide (Intermediate Example 7) (0.13 g, 0.25 mmol) and 2-(ethyloxy)-5-methyl-4-{4-[2-(methylsulfonyl)ethyl]-1-piperidinyl}aniline (0.087 g, 0.25 mmol) in 2,2,2-trifluoroethanol (1.5 mL) was added HCl (4M in dioxane) (0.13 mL, 0.50 mmol). The reaction was heated to 180° C. for 40 min in a microwave. The reaction was determined to be complete by HPLC. The reaction mixture was quenched with ...